This data is from the Open Reaction Database (ORD), a public repository of structured organic reaction records. The task is: describe an organic reaction: reactants, conditions, products, and yield The reactants are Example 1 ( C ), N1CCNCCCNCCC1 (1,4,8-triazacycloundecane), COC(N(C)C)OC (dimethylformamide dimethyl acetal). The product is N12CCN3CCCN(CCC1)C23 (1,4,8-triazatricyclo[6.3.1.04,12 ]dodecane). The yield is 81.8%. As a reaction SMILES: [NH:1]1[CH2:11][CH2:10][CH2:9][NH:8][CH2:7][CH2:6][CH2:5][NH:4][CH2:3][CH2:2]1.[CH3:12]OC(OC)N(C)C>>[N:1]12[CH:12]3[N:4]([CH2:5][CH2:6][CH2:7][N:8]3[CH2:9][CH2:10][CH2:11]1)[CH2:3][CH2:2]2. Procedure details: In a manner similar to that of Example 1 (C), 5.28 g (33.6 mmol) of 1,4,8-triazacycloundecane and 4.00 g of dimethylformamide dimethyl acetal were reacted to give 4.59 g of 1,4,8-triazatricyclo[6.3.1.04,12 ]dodecane as a clear, colorless liquid, bp 80°-82° (three fractions) (1.2 mm), nD24 = 1.5182. A fraction boiling at 82° was analyzed. The reactants are O=C1NOCC2=C1C=CC=C2 (4-oxo-3,4-dihydro-1H-2,3-benzoxazine), BrCCOC1=CC=C(C=O)C=C1 (4-(2-bromoethoxy)benzaldehyde), C(=O)([O-])[O-].[K+].[K+] (K2CO3). The product is O=C1N(OCC2=C1C=CC=C2)CCOC2=CC=C(C=O)C=C2 (4-[2-[4-Oxo-3,4-dihydro-1H-2,3-benzoxazin-3-yl]ethoxy]benzaldehyde). Isolated yield 66.6%. As a reaction SMILES: [O:1]=[C:2]1[C:7]2[CH:8]=[CH:9][CH:10]=[CH:11][C:6]=2[CH2:5][O:4][NH:3]1.Br[CH2:13][CH2:14][O:15][C:16]1[CH:23]=[CH:22][C:19]([CH:20]=[O:21])=[CH:18][CH:17]=1.C([O-])([O-])=O.[K+].[K+]>>[O:1]=[C:2]1[C:7]2[CH:8]=[CH:9][CH:10]=[CH:11][C:6]=2[CH2:5][O:4][N:3]1[CH2:13][CH2:14][O:15][C:16]1[CH:23]=[CH:22][C:19]([CH:20]=[O:21])=[CH:18][CH:17]=1 |f:2.3.4|. Reported procedure: ##STR34## The title compound (370 mg, 66%) was prepared from 4-oxo-3,4-dihydro-1H-2,3-benzoxazine (280 mg, 1.87 mmol) (prepared according to the procedure described in Tetrahedron, 22 (1966) 2107) and 4-(2-bromoethoxy)benzaldehyde (430 mg, 1.87 mmol) and K2CO3 (520 mg, 3.74 mmol). mp: 102° C. Reactants: COc1ccc(C(=O)O)nc1, CN(C)C=O, C1CCOC1, O=S(Cl)Cl. The product is COc1ccc(C(=O)O)nc1, [Cl-]. As a reaction SMILES: [CH3:1][O:2][c:3]1[cH:4][cH:5][c:6]([C:9](=[O:10])[OH:11])[n:7][cH:8]1.[O:12]=[CH:13][N:14]([CH3:15])[CH3:16].[O:21]1[CH2:22][CH2:23][CH2:24][CH2:25]1.[S:17]([Cl:18])([Cl:19])=[O:20]>>[CH3:1][O:2][c:3]1[cH:4][cH:5][c:6]([C:9](=[O:10])[OH:11])[n:7][cH:8]1.[Cl-:19]. The reactants are C(C)(C)(C)OC(=O)NCC=1C=C(C=CC1OC1=CC=C(C=C1)[N+](=O)[O-])CC(=O)OC (Methyl 2-(3-((tert-butoxycarbonyl)aminomethyl)-4-(4-nitrophenoxy)phenyl)acetate), [Cl-].[NH4+] (ammonium chloride). The reagents and catalysts are [Zn] (Zn). Solvent: C1CCOC1 (THF), C(C)(=O)OCC (ethyl acetate), C([O-])(O)=O.[Na+] (sodium bicarbonate). Yields the product NC1=CC=C(OC2=C(C=C(C=C2)CC(=O)OC)CNC(=O)OC(C)(C)C)C=C1 (methyl 2-(4-(4-aminophenoxy)-3-((tert-butoxycarbonyl)aminomethyl)phenyl)acetate). Isolated yield 100.2%. RXN SMILES: [C:1]([O:5][C:6]([NH:8][CH2:9][C:10]1[CH:11]=[C:12]([CH2:26][C:27]([O:29][CH3:30])=[O:28])[CH:13]=[CH:14][C:15]=1[O:16][C:17]1[CH:22]=[CH:21][C:20]([N+:23]([O-])=O)=[CH:19][CH:18]=1)=[O:7])([CH3:4])([CH3:3])[CH3:2].[Cl-].[NH4+]>C1COCC1.C(OCC)(=O)C.C(=O)(O)[O-].[Na+].[Zn]>[NH2:23][C:20]1[CH:19]=[CH:18][C:17]([O:16][C:15]2[CH:14]=[CH:13][C:12]([CH2:26][C:27]([O:29][CH3:30])=[O:28])=[CH:11][C:10]=2[CH2:9][NH:8][C:6]([O:5][C:1]([CH3:2])([CH3:3])[CH3:4])=[O:7])=[CH:22][CH:21]=1 |f:1.2,5.6|. Procedure details: Methyl 2-(3-((tert-butoxycarbonyl)aminomethyl)-4-(4-nitrophenoxy)phenyl)acetate (242 mg, 0.581 mmol) was diluted with THF (3 mL) followed by the addition of Zn dust (38.0 mg, 0.581 mmol). About 2 mL of saturated ammonium chloride was added dropwise. After stirring the reaction for 10 minutes, the reaction mixture was diluted with ethyl acetate and saturated sodium bicarbonate. The layers were separated and the organic layer was dried over MgSO4, filtered and concentrated to yield 225 mg of methy... Starting materials: [BH4-].[Na+] (Sodium borohydride), ice, [I-].NC1=C2C=C[N+](=CC2=CC=C1)C (5-amino-2-methylisoquinolinium iodide). The solvent is CO (methanol), O (water). Reaction conditions: temperature 25 celsius, time 18 hour. The product is NC1=C2CCN(CC2=CC=C1)C (5-Amino-2-methyl-1,2,3,4-tetrahydroisoquinoline). The yield is 84.1%. Reaction SMILES: [BH4-].[Na+].[I-].[NH2:4][C:5]1[CH:14]=[CH:13][CH:12]=[C:11]2[C:6]=1[CH:7]=[CH:8][N+:9]([CH3:15])=[CH:10]2>CO.O>[NH2:4][C:5]1[CH:14]=[CH:13][CH:12]=[C:11]2[C:6]=1[CH2:7][CH2:8][N:9]([CH3:15])[CH2:10]2 |f:0.1,2.3|. Procedure: Sodium borohydride (17.8 g, 0.47 mol) was added portionwise over 2 h to an ice cold solution of 5-amino-2-methylisoquinolinium iodide (18.8 g, 65 mmol) in methanol (1.5 L) and water (60 ml). The mixture was then stirred at 25° C. for 18 h. and concentrated in vacuo. The residue was extracted into water and dichloromethane. The organic layer was dried (Na2SO4) and concentration in vacuo gave the title compound (8.87 g). The reactants are ClCCl, Cc1cc(-c2cc(F)c(CC(=O)OC(C)(C)C)cc2C)ccn1, O=C(O)C(F)(F)F. Reaction SMILES: [Cl:31][CH2:32][Cl:33].[F:1][c:2]1[c:3]([CH2:16][C:17](=[O:18])[O:19][C:20]([CH3:21])([CH3:22])[CH3:23])[cH:4][c:5]([CH3:15])[c:6](-[c:8]2[cH:9][c:10]([CH3:14])[n:11][cH:12][cH:13]2)[cH:7]1.[F:24][C:25]([F:26])([F:27])[C:28]([OH:29])=[O:30]>>[F:1][c:2]1[c:3]([CH2:16][C:17](=[O:18])[OH:19])[cH:4][c:5]([CH3:15])[c:6](-[c:8]2[cH:9][c:10]([CH3:14])[n:11][cH:12][cH:13]2)[cH:7]1. Product: Cc1cc(-c2cc(F)c(CC(=O)O)cc2C)ccn1.